Dataset: the Open Reaction Database (ORD), a public repository of structured organic reaction records. Task: describe an organic reaction: reactants, conditions, products, and yield The reactants are CCCN(C)C(=O)c1cc(C(=O)OCc2ccccc2)cc(-c2ccncc2)c1, CO, [H][H]. Product: CCCN(C)C(=O)c1cc(C(=O)O)cc(-c2ccncc2)c1. RXN SMILES: [CH2:1]([c:2]1[cH:3][cH:4][cH:5][cH:6][cH:7]1)[O:8][C:9]([c:10]1[cH:11][c:12]([C:13](=[O:14])[N:15]([CH2:16][CH2:17][CH3:18])[CH3:19])[cH:20][c:21](-[c:23]2[cH:24][cH:25][n:26][cH:27][cH:28]2)[cH:22]1)=[O:29].[CH3:32][OH:33].[H:30][H:31]>>[O:8]=[C:9]([c:10]1[cH:11][c:12]([C:13](=[O:14])[N:15]([CH2:16][CH2:17][CH3:18])[CH3:19])[cH:20][c:21](-[c:23]2[cH:24][cH:25][n:26][cH:27][cH:28]2)[cH:22]1)[OH:29]. Starting materials: NC=1C=C(C(=O)O)C=C(C1)[N+](=O)[O-] (3-amino-5-nitrobenzoic acid), C(COCCOCCOC)(=O)Cl (3,6,9-trioxadecanoic acid chloride). Run in O1CCOCC1 (dioxane). The product is [N+](=O)([O-])C=1C=C(C(=O)O)C=C(C1)NC(COCCOCCOC)=O (3-nitro-5-(3,6,9-trioxadecanamido)benzoic acid). As a reaction SMILES: [NH2:1][C:2]1[CH:3]=[C:4]([CH:8]=[C:9]([N+:11]([O-:13])=[O:12])[CH:10]=1)[C:5]([OH:7])=[O:6].[C:14](Cl)(=[O:24])[CH2:15][O:16][CH2:17][CH2:18][O:19][CH2:20][CH2:21][O:22][CH3:23]>O1CCOCC1>[N+:11]([C:9]1[CH:8]=[C:4]([CH:3]=[C:2]([NH:1][C:14](=[O:24])[CH2:15][O:16][CH2:17][CH2:18][O:19][CH2:20][CH2:21][O:22][CH3:23])[CH:10]=1)[C:5]([OH:7])=[O:6])([O-:13])=[O:12]. Procedure details: A mixture of 14.6 g. of 3-amino-5-nitrobenzoic acid and 17.1 g. of 3,6,9-trioxadecanoic acid chloride in 200 ml. of dioxane was heated at reflux for 24 hours. The reaction mixture was concentrated to remove the solvent. The residue was dissolved in dilute sodium hyroxide and then acidifed with hydrochloric acid. The resulting product (13.6 g., m.p. 130° C.) was recrystallized from acetonitrile to give 3-nitro-5-(3,6,9-trioxadecanamido)benzoic acid as a beige solid, m.p. 136°-137° C. Starting materials: CC1(C)CCCC(C)(C)N1, CC#N, Fc1ccccc1CCl, NCCC(O)c1ccccc1. Yields the product OC(CCNCc1ccccc1F)c1ccccc1. As a reaction SMILES: [CH3:12][C:13]1([CH3:14])[CH2:15][CH2:16][CH2:17][C:18]([CH3:19])([CH3:20])[NH:21]1.[CH3:31][C:32]#[N:33].[F:22][c:23]1[c:24]([CH2:25][Cl:26])[cH:27][cH:28][cH:29][cH:30]1.[OH:1][CH:2]([CH2:3][CH2:4][NH2:5])[c:6]1[cH:7][cH:8][cH:9][cH:10][cH:11]1>>[OH:1][CH:2]([CH2:3][CH2:4][NH:5][CH2:25][c:24]1[c:23]([F:22])[cH:30][cH:29][cH:28][cH:27]1)[c:6]1[cH:7][cH:8][cH:9][cH:10][cH:11]1. Reactants: C(C)(C)(C)C1=CC(=C(C=C1)C=1N([C@@H]([C@@H](N1)C1=CC=C(C=C1)Cl)C1=CC=C(C=C1)Cl)C(=O)Cl)OCC ((4S,5R)-2-(4-tert-butyl-2-ethoxy-phenyl)-4,5-bis-(4-chloro-phenyl)-4,5-dihydro-imidazole-1-carbonyl chloride), N1(CCNCC1)CC(=O)N (2-piperazin-1-yl-acetamide). Product: Cl.C(C)(C)(C)C1=CC(=C(C=C1)C=1N([C@@H]([C@@H](N1)C1=CC=C(C=C1)Cl)C1=CC=C(C=C1)Cl)C(=O)N1CCN(CC1)CC(=O)N)OCC (2-{4-[(4S,5R)-2-(4-tert-Butyl-2-ethoxy-phenyl)-4,5-bis-(4-chloro-phenyl)-4,5-dihydro-imidazole-1-carbonyl]-piperazin-1-yl}-acetamide hydrochloride). Reaction SMILES: [C:1]([C:5]1[CH:10]=[CH:9][C:8]([C:11]2[N:12]([C:30](Cl)=[O:31])[C@H:13]([C:23]3[CH:28]=[CH:27][C:26]([Cl:29])=[CH:25][CH:24]=3)[C@H:14]([C:16]3[CH:21]=[CH:20][C:19]([Cl:22])=[CH:18][CH:17]=3)[N:15]=2)=[C:7]([O:33][CH2:34][CH3:35])[CH:6]=1)([CH3:4])([CH3:3])[CH3:2].[N:36]1([CH2:42][C:43]([NH2:45])=[O:44])[CH2:41][CH2:40][NH:39][CH2:38][CH2:37]1>>[ClH:22].[C:1]([C:5]1[CH:10]=[CH:9][C:8]([C:11]2[N:12]([C:30]([N:39]3[CH2:40][CH2:41][N:36]([CH2:42][C:43]([NH2:45])=[O:44])[CH2:37][CH2:38]3)=[O:31])[C@H:13]([C:23]3[CH:24]=[CH:25][C:26]([Cl:29])=[CH:27][CH:28]=3)[C@H:14]([C:16]3[CH:21]=[CH:20][C:19]([Cl:22])=[CH:18][CH:17]=3)[N:15]=2)=[C:7]([O:33][CH2:34][CH3:35])[CH:6]=1)([CH3:2])([CH3:4])[CH3:3] |f:2.3|. Procedure: 2-{4-[(4S,5R)-2-(4-tert-Butyl-2-ethoxy-phenyl)-4,5-bis-(4-chloro-phenyl)-4,5-dihydro-imidazole-1-carbonyl]-piperazin-1-yl}-acetamide hydrochloride was prepared from (4S,5R)-2-(4-tert-butyl-2-ethoxy-phenyl)-4,5-bis-(4-chloro-phenyl)-4,5-dihydro-imidazole-1-carbonyl chloride (example 11) and 2-piperazin-1-yl-acetamide (Oakwood Products) in an analogous manner as described in example 25. LR-MS: 636.4 [(M+H)+] The reactants are N1=CN=C2N=CNC2=C1N (Adenine), C(C=C)(=O)OCC (ethyl acrylate), lime. Run at time 18 hour. The product is NC1C=2N=CN(C2N=CN1)CCC(=O)OCC (3-(1,6-dihydro-6-amino-9H-purin-9-yl)propionic acid, ethyl ester). Yield: 87.3%. Reaction SMILES: [N:1]1[C:9]([NH2:10])=[C:8]2[C:4]([N:5]=[CH:6][NH:7]2)=[N:3][CH:2]=1.[C:11]([O:15][CH2:16][CH3:17])(=[O:14])[CH:12]=[CH2:13]>>[NH2:10][CH:9]1[NH:1][CH:2]=[N:3][C:4]2[N:5]([CH2:13][CH2:12][C:11]([O:15][CH2:16][CH3:17])=[O:14])[CH:6]=[N:7][C:8]1=2. Procedure: Adenine (10.00 g., 74.00 mmol) was placed into a clean, dry 500 ml round bottom flask equipped with a magnetic stirring bar, reflux condenser, and a CaCl2 drying tube. Absolute ethanol (360 ml) was added and the solution was stirred. To the suspension was added a small piece of Sodium (approximately 75 mg). When the Sodium had completely reacted, 22.2 g (0.222 mol) ethyl acrylate was added to the suspension and the mixture was brought to reflux. Reflux was continued overnight for approximately 1... The reactants are ClC1=CC(=C(C=C1)C)OCC(=O)O (4-chloro-o-tolyloxyacetic acid), C(C(=O)Cl)(=O)Cl (oxalyl chloride). Reagents/catalysts: CN(C=O)C (N,N-dimethylformamide). Run in ClCCl (dichloromethane). Conditions: time 30 minute. Product: ClC1=CC(=C(C=C1)C)OCC(=O)Cl (4-Chloro-o-tolyloxyacetic acid chloride). RXN SMILES: [Cl:1][C:2]1[CH:7]=[CH:6][C:5]([CH3:8])=[C:4]([O:9][CH2:10][C:11]([OH:13])=O)[CH:3]=1.C(Cl)(=O)C([Cl:17])=O>ClCCl.CN(C)C=O>[Cl:1][C:2]1[CH:7]=[CH:6][C:5]([CH3:8])=[C:4]([O:9][CH2:10][C:11]([Cl:17])=[O:13])[CH:3]=1. Reported procedure: To a cold suspension of 4-chloro-o-tolyloxyacetic acid (17.4 mmol) in 40 mL of dry dichloromethane was added oxalyl chloride (39.15 mmol) followed by one drop of N,N-dimethylformamide. Bubbling immediately began. After 30 minutes, the reaction mixture was warmed in a 45° oil bath for 1.5 hours. The solution was cooled to room temperature and all volatiles were removed by evaporation. Dry nitrogen gas was introduced into the evaporator and more dry dichloromethane was added. This was evaporated a...